This data is from the Open Reaction Database (ORD), a public repository of structured organic reaction records. The task is: describe an organic reaction: reactants, conditions, products, and yield The reactants are O (water), [H-].[Na+] (NaH), CN1CC=2C3=C(C=C(C2CC1)C1=CC=C(C=C1)S(N(C)C)(=O)=O)C(C(N3)=O)=O (8-methyl-5-(4-(N,N-dimethylsulfamoyl)phenyl)-6,7,8,9-tetrahydro-1-H-pyrrolo[3,2-h]isoquinoline-2,3-dione), CI (Methyliodide). Solvent: CN(C=O)C (dimethylformamide). Conditions: temperature 0 celsius, time 10 minute. Product: CN1C(C(C=2C=C(C=3CCN(CC3C21)C)C2=CC=C(C=C2)S(N(C)C)(=O)=O)=O)=O (1-methyl-8-methyl-5-(4-(N,N-dimethylsulfamoyl)phenyl)- 6,7,8,9-tetrahydro-pyrrolo[3,2-h]isoquinoline-2,3-dione). Reaction SMILES: [H-].[Na+].[CH3:3][N:4]1[CH2:13][CH2:12][C:11]2[C:10]([C:14]3[CH:19]=[CH:18][C:17]([S:20](=[O:25])(=[O:24])[N:21]([CH3:23])[CH3:22])=[CH:16][CH:15]=3)=[CH:9][C:8]3[C:26](=[O:30])[C:27](=[O:29])[NH:28][C:7]=3[C:6]=2[CH2:5]1.[CH3:31]I.O>CN(C)C=O>[CH3:31][N:28]1[C:7]2[C:6]3[CH2:5][N:4]([CH3:3])[CH2:13][CH2:12][C:11]=3[C:10]([C:14]3[CH:19]=[CH:18][C:17]([S:20](=[O:25])(=[O:24])[N:21]([CH3:22])[CH3:23])=[CH:16][CH:15]=3)=[CH:9][C:8]=2[C:26](=[O:30])[C:27]1=[O:29] |f:0.1|. Procedure details: NaH 60% (110 mg, 2.8 mmol) was added at 0° C. to a mixture of 8-methyl-5-(4-(N,N-dimethylsulfamoyl)phenyl)-6,7,8,9-tetrahydro-1-H-pyrrolo[3,2-h]isoquinoline-2,3-dione (1 g, 2.5 mmol) in dimethylformamide (10 ml). The mixture was stirred at 0° C. for 10 min. Methyliodide (175 μl, 2.8 mmol) was added and the mixture was stirred or one hour at ambient temperature. The reaction mixture was poured into water (20 ml) and extracted with ethyl acetate (2×25 ml). The organic phase was dried over sodium s... Starting materials: CCO, O=[N+]([O-])c1ccc(CCN2CCCCC2)cc1. Product: Nc1ccc(CCN2CCCCC2)cc1. RXN SMILES: [CH3:18][CH2:19][OH:20].[N+:1]([O-:2])(=[O:3])[c:4]1[cH:5][cH:6][c:7]([CH2:10][CH2:11][N:12]2[CH2:13][CH2:14][CH2:15][CH2:16][CH2:17]2)[cH:8][cH:9]1>>[NH2:1][c:4]1[cH:5][cH:6][c:7]([CH2:10][CH2:11][N:12]2[CH2:13][CH2:14][CH2:15][CH2:16][CH2:17]2)[cH:8][cH:9]1. RXN SMILES: [CH3:1][n:2]1[n:3][c:4]([CH3:12])[c:5]([N+:9](=[O:10])[O-:11])[c:6]1[C:7]#[N:8].[OH2:18].[S:13]([OH:14])(=[O:15])(=[O:16])[OH:17]>>[CH3:1][n:2]1[n:3][c:4]([CH3:12])[c:5]([N+:9](=[O:10])[O-:11])[c:6]1[C:7]([NH2:8])=[O:14]. Product: Cc1nn(C)c(C(N)=O)c1[N+](=O)[O-]. Reactants: Cc1nn(C)c(C#N)c1[N+](=O)[O-], O, O=S(=O)(O)O. Starting materials: ClC=1C=C(C=CC1)N1CC(N(CC1)CC1=CC(=C(C=C1)OC)OC)CN(C(C1=CC=C(C=C1)NS(=O)(=O)C)=O)C(C)C (N-[[4-(3-chlorophenyl)-1-[(3,4-dimethoxyphenyl)methyl]piperazin-2-yl]methyl]-N-(1-methylethyl)-4-[(methylsulfonyl)amino]benzamide), solution, OS(=O)(=O)O (H2SO4). The solvent is FC(C(=O)O)(F)F (trifluoroacetic acid). The product is ClC=1C=C(C=CC1)N1CC(NCC1)CN(C(C1=CC=C(C=C1)NS(=O)(=O)C)=O)C(C)C (N-[[4-(3-Chlorophenyl)piperazin-2-yl]methyl]-N-(1-methylethyl)-4-[(methylsulfonyl)amino]benzamide). RXN SMILES: [Cl:1][C:2]1[CH:3]=[C:4]([N:8]2[CH2:13][CH2:12][N:11](CC3C=CC(OC)=C(OC)C=3)[CH:10]([CH2:25][N:26]([CH:40]([CH3:42])[CH3:41])[C:27](=[O:39])[C:28]3[CH:33]=[CH:32][C:31]([NH:34][S:35]([CH3:38])(=[O:37])=[O:36])=[CH:30][CH:29]=3)[CH2:9]2)[CH:5]=[CH:6][CH:7]=1.OS(O)(=O)=O>FC(F)(F)C(O)=O>[Cl:1][C:2]1[CH:3]=[C:4]([N:8]2[CH2:13][CH2:12][NH:11][CH:10]([CH2:25][N:26]([CH:40]([CH3:42])[CH3:41])[C:27](=[O:39])[C:28]3[CH:33]=[CH:32][C:31]([NH:34][S:35]([CH3:38])(=[O:37])=[O:36])=[CH:30][CH:29]=3)[CH2:9]2)[CH:5]=[CH:6][CH:7]=1. Reported procedure: In a manner similar to Example 11, react N-[[4-(3-chlorophenyl)-1-[(3,4-dimethoxyphenyl)methyl]piperazin-2-yl]methyl]-N-(1-methylethyl)-4-[(methylsulfonyl)amino]benzamide with methoxybenzeneand a 5% solution of concentrated H2SO4 in trifluoroacetic acid to obtain the title compound.